Dataset: the Open Reaction Database (ORD), a public repository of structured organic reaction records. Task: describe an organic reaction: reactants, conditions, products, and yield The reactants are Cl.FC(C(CN)(N)C)(F)F (rac-3,3,3-trifluoro-2-methylpropane-1,2-diamine hydrochloride), FC1=C(COC=2C=3N(C=C(C2)C)C(=C(N3)C)C(=O)O)C(=CC=C1)F (8-[(2,6-difluorobenzyl)oxy]-2,6-dimethylimidazo[1,2-a]pyridine-3-carboxylic acid), CN(C)C(=[N+](C)C)ON1C2=C(C=CC=C2)N=N1.[B-](F)(F)(F)F (TBTU), CN1CCOCC1 (4-methylmorpholine), Cl.FC(C(CN)(N)C)(F)F (rac-3,3,3-trifluoro-2-methylpropane-1,2-diamine hydrochloride). The solvent is CN(C)C=O (DMF), O.C(=O)(C(F)(F)F)O (water TFA). Run at time 8 hour. Product: NC(CNC(=O)C1=C(N=C2N1C=C(C=C2OCC2=C(C=CC=C2F)F)C)C)(C(F)(F)F)C (rac-N-(2-Amino-3,3,3-trifluoro-2-methylpropyl)-8-[(2,6-difluorobenzyl)oxy]-2,6-dimethyl-imidazo[1,2-a]pyridine-3-carboxamide). RXN SMILES: Cl.[F:2][C:3]([F:10])([F:9])[C:4]([CH3:8])([NH2:7])[CH2:5][NH2:6].[F:11][C:12]1[CH:33]=[CH:32][CH:31]=[C:30]([F:34])[C:13]=1[CH2:14][O:15][C:16]1[C:17]2[N:18]([C:23]([C:27](O)=[O:28])=[C:24]([CH3:26])[N:25]=2)[CH:19]=[C:20]([CH3:22])[CH:21]=1.CN(C(ON1N=NC2C=CC=CC1=2)=[N+](C)C)C.[B-](F)(F)(F)F.CN1CCOCC1>CN(C=O)C.O.C(O)(C(F)(F)F)=O>[NH2:7][C:4]([CH3:8])([C:3]([F:10])([F:9])[F:2])[CH2:5][NH:6][C:27]([C:23]1[N:18]2[CH:19]=[C:20]([CH3:22])[CH:21]=[C:16]([O:15][CH2:14][C:13]3[C:30]([F:34])=[CH:31][CH:32]=[CH:33][C:12]=3[F:11])[C:17]2=[N:25][C:24]=1[CH3:26])=[O:28] |f:0.1,3.4,7.8|. Reported procedure: 118 mg (0.66 mmol) of rac-3,3,3-trifluoro-2-methylpropane-1,2-diamine hydrochloride Example 246A were added to 200 mg (0.60 mmol) of 8-[(2,6-difluorobenzyl)oxy]-2,6-dimethylimidazo[1,2-a]pyridine-3-carboxylic acid Example 21A, 203 mg (0.63 mmol) of TBTU and 0.27 ml (2.41 mmol) of 4-methylmorpholine in DMF (2.1 ml), and the reaction mixture was stirred at RT overnight. 50 mg (0.28 mmol) of rac-3,3,3-trifluoro-2-methylpropane-1,2-diamine hydrochloride Example 246A were added to the reaction mixtur... The reactants are CC(C)(C)OC(=O)N1CC(Oc2ccccc2)C2C1CCN2C(=O)OCc1ccccc1, CO. Product: CC(C)(C)OC(=O)N1CC(Oc2ccccc2)C2NCCC21. RXN SMILES: [C:1]([CH3:2])([CH3:3])([CH3:4])[O:5][C:6](=[O:7])[N:8]1[CH:9]2[CH:10]([CH:11]([O:13][c:14]3[cH:15][cH:16][cH:17][cH:18][cH:19]3)[CH2:12]1)[N:20]([C:23]([O:24][CH2:25][c:26]1[cH:27][cH:28][cH:29][cH:30][cH:31]1)=[O:32])[CH2:21][CH2:22]2.[CH3:33][OH:34]>>[C:1]([CH3:2])([CH3:3])([CH3:4])[O:5][C:6](=[O:7])[N:8]1[CH:9]2[CH:10]([CH:11]([O:13][c:14]3[cH:15][cH:16][cH:17][cH:18][cH:19]3)[CH2:12]1)[NH:20][CH2:21][CH2:22]2. Reactants: O=C1NC(=NN1)CN1C(OC(C2=C1C=CC=C2)=O)=O (1-(5-Oxo-4,5-dihydro-1H-[1,2,4]triazol-3-ylmethyl)-1H-benzo[d][1,3]oxazine-2,4-dione), Cl.C(C1=CC=CC=C1)ON (O-benzyl-hydroxylamine hydrochloride). Product: C(C1=CC=CC=C1)ONC(C1=C(C=CC=C1)NCC1=NNC(N1)=O)=O (N-Benzyloxy-2-[(5-oxo-4,5-dihydro-1H-[1,2,4]triazol-3-ylmethyl)-amino]-benzamide). As a reaction SMILES: [O:1]=[C:2]1[NH:6][N:5]=[C:4]([CH2:7][N:8]2[C:13]3[CH:14]=[CH:15][CH:16]=[CH:17][C:12]=3[C:11](=[O:18])OC2=O)[NH:3]1.Cl.[CH2:21]([O:28][NH2:29])[C:22]1[CH:27]=[CH:26][CH:25]=[CH:24][CH:23]=1>>[CH2:21]([O:28][NH:29][C:11](=[O:18])[C:12]1[CH:17]=[CH:16][CH:15]=[CH:14][C:13]=1[NH:8][CH2:7][C:4]1[NH:3][C:2](=[O:1])[NH:6][N:5]=1)[C:22]1[CH:27]=[CH:26][CH:25]=[CH:24][CH:23]=1 |f:1.2|. Procedure details: Starting materials: 1-(5-Oxo-4,5-dihydro-1H-[1,2,4]triazol-3-ylmethyl)-1H-benzo[d][1,3]oxazine-2,4-dione (see preparation 7E) and O-benzyl-hydroxylamine hydrochloride (Aldrich). Reactants: [Cl-].[NH4+] (ammonium chloride), C(CCC)[Li] (butyllithium), BrCCCCCC(=O)N(C)CCCC (6-bromo-N-butyl-N-methyl hexanamide), solution, C(C#C)O (propargyl alcohol), hexamethyl phosphotriamide. Run in CCCCCC (hexane), O1CCCC1 (tetrahydrofuran), O1CCCC1 (tetrahydrofuran). Reaction conditions: temperature -30 celsius, time 45 minute. The product is C(CCC)N(C(CCCCCC#CCO)=O)C (N-butyl-9-hydroxy-N-methyl-7-nonynamide). As a reaction SMILES: [CH2:1]([OH:4])[C:2]#[CH:3].C([Li])CCC.Br[CH2:11][CH2:12][CH2:13][CH2:14][CH2:15][C:16]([N:18]([CH2:20][CH2:21][CH2:22][CH3:23])[CH3:19])=[O:17].[Cl-].[NH4+]>CCCCCC.O1CCCC1>[CH2:20]([N:18]([CH3:19])[C:16](=[O:17])[CH2:15][CH2:14][CH2:13][CH2:12][CH2:11][C:3]#[C:2][CH2:1][OH:4])[CH2:21][CH2:22][CH3:23] |f:3.4|. Procedure: A solution of 1.77 ml of propargyl alcohol, 30 ml of tetrahydrofuran and 7.5 ml of hexamethyl phosphotriamide cooled to -60° C. was admixed with 37.5 ml of a 1.6M solution of butyllithium in hexane and after stirring for 45 minutes at -30° C., 7 g of the product of Step A in solution in 7 ml of tetrahydrofuran were added. The mixture was stirred for 16 hours at ambient temperature and then poured into a saturated solution of ammonium chloride and extracted with ethyl acetate. The organic phase w... The reactants are CC(=O)C1=CCN(Cc2ccccc2)C1, CO, OB(O)c1ccc(F)c(Cl)c1, O. The product is CC(=O)C1CN(Cc2ccccc2)CC1c1ccc(F)c(Cl)c1. RXN SMILES: [CH2:14]([c:15]1[cH:16][cH:17][cH:18][cH:19][cH:20]1)[N:21]1[CH2:22][C:23]([C:26]([CH3:27])=[O:28])=[CH:24][CH2:25]1.[CH3:12][OH:13].[Cl:1][c:2]1[cH:3][c:4]([B:9]([OH:10])[OH:11])[cH:5][cH:6][c:7]1[F:8].[OH2:29]>>[Cl:1][c:2]1[cH:3][c:4]([CH:24]2[CH:23]([C:26]([CH3:27])=[O:28])[CH2:22][N:21]([CH2:14][c:15]3[cH:16][cH:17][cH:18][cH:19][cH:20]3)[CH2:25]2)[cH:5][cH:6][c:7]1[F:8].